Dataset: the Open Reaction Database (ORD), a public repository of structured organic reaction records. Task: describe an organic reaction: reactants, conditions, products, and yield The reactants are ClC1=CC=C(C=2N3C(=NC21)N(CCCC3)C3=C(C=C(C=C3)OC)Cl)C(CC)O (1-[10-chloro-1-(2-chloro-4-methoxyphenyl)-2,3,4,5-tetrahydro-1H-[1,3]diazepino[1,2-a]benzimidazol-7-yl]propan-1-ol), C(C)(=O)OC(C)=O (acetic anhydride). Run in N1=CC=CC=C1 (pyridine). Run at time 24 hour. The product is C(C)(=O)OC(CC)C1=CC=C(C2=C1N1C(=N2)N(CCCC1)C1=C(C=C(C=C1)OC)Cl)Cl (1-[10-Chloro-1-(2-chloro-4-methoxyphenyl)-2,3,4,5-tetrahydro-1H-[1,3]diazepino[1,2-a]benzimidazol-7-yl]propyl acetate). Yield: 83.1%. RXN SMILES: [Cl:1][C:2]1[C:10]2[N:9]=[C:8]3[N:11]([C:16]4[CH:21]=[CH:20][C:19]([O:22][CH3:23])=[CH:18][C:17]=4[Cl:24])[CH2:12][CH2:13][CH2:14][CH2:15][N:7]3[C:6]=2[C:5]([CH:25]([OH:28])[CH2:26][CH3:27])=[CH:4][CH:3]=1.[C:29](OC(=O)C)(=[O:31])[CH3:30]>N1C=CC=CC=1>[C:29]([O:28][CH:25]([C:5]1[C:6]2[N:7]3[CH2:15][CH2:14][CH2:13][CH2:12][N:11]([C:16]4[CH:21]=[CH:20][C:19]([O:22][CH3:23])=[CH:18][C:17]=4[Cl:24])[C:8]3=[N:9][C:10]=2[C:2]([Cl:1])=[CH:3][CH:4]=1)[CH2:26][CH3:27])(=[O:31])[CH3:30]. Procedure details: To a stirred solution of 1-[10-chloro-1-(2-chloro-4-methoxyphenyl)-2,3,4,5-tetrahydro-1H-[1,3]diazepino[1,2-a]benzimidazol-7-yl]propan-1-ol (136 mg, 0.325 mmol) in pyridine (1.0 mL) was added acetic anhydride (92.2 μL, 0.975 mmol) at room temperature. After 24 h, the reaction mixture was quenched with aqueous sodium hydrogen carbonate, diluted with ethyl acetate, washed with water, hydrochloric acid (1 M) and brine, dried over sodium sulfate, filtrated, and concentrated in vacuo. The residue was... Starting materials: S(O)(O)(=O)=O (Sulfuric acid), Br.NC1=C(C(=O)O)C=C(C=C1F)Br (2-amino-5-bromo-3-fluorobenzoic acid hydrobromide), Cl (HCl), N(=O)[O-].[Na+] (sodium nitrite), [I-].[K+] (potassium iodide), ice water. The solvent is O (water), O (water). Reaction conditions: temperature 0 celsius, time 1 hour. Product: BrC=1C=C(C(=C(C(=O)O)C1)I)F (5-bromo-3-fluoro-2-iodobenzoic acid). As a reaction SMILES: S(=O)(=O)(O)O.Br.N[C:8]1[C:16]([F:17])=[CH:15][C:14]([Br:18])=[CH:13][C:9]=1[C:10]([OH:12])=[O:11].Cl.N([O-])=O.[Na+].[I-:24].[K+]>O>[Br:18][C:14]1[CH:15]=[C:16]([F:17])[C:8]([I:24])=[C:9]([CH:13]=1)[C:10]([OH:12])=[O:11] |f:1.2,4.5,6.7|. Procedure: Sulfuric acid (47.0 mL, 882 mmol) was added to a mixture of 2-amino-5-bromo-3-fluorobenzoic acid hydrobromide (16.34 g, 51.9 mmol) and HCl (12.45 mL, 156 mmol) at 0° C. The resulting slurry was stirred at 0° C. and sodium nitrite (3.58 g, 51.9 mmol) in water (20 mL) was added dropwise over 10 minutes. The reaction was stirred 40 minutes at 0° C. before a solution of potassium iodide (17.23 g, 104 mmol) in water (20.00 mL) was added dropwise. The solution was stirred allowed to warm to RT, leadin...